From a dataset of the Open Reaction Database (ORD), a public repository of structured organic reaction records. describe an organic reaction: reactants, conditions, products, and yield Reactants: C1CCOC1, CO, CCS(=O)(=O)c1ccc(Cn2c(C)c(CC(=O)OC)c3cccnc32)cc1, [Na+], [OH-]. Product: CCS(=O)(=O)c1ccc(Cn2c(C)c(CC(=O)O)c3cccnc32)cc1. RXN SMILES: [CH2:30]1[O:31][CH2:32][CH2:33][CH2:34]1.[CH3:35][OH:36].[CH3:3][O:4][C:5]([CH2:6][c:7]1[c:8]([CH3:28])[n:9]([CH2:16][c:17]2[cH:18][cH:19][c:20]([S:23](=[O:24])(=[O:25])[CH2:26][CH3:27])[cH:21][cH:22]2)[c:10]2[n:11][cH:12][cH:13][cH:14][c:15]12)=[O:29].[Na+:2].[OH-:1]>>[O:4]=[C:5]([CH2:6][c:7]1[c:8]([CH3:28])[n:9]([CH2:16][c:17]2[cH:18][cH:19][c:20]([S:23](=[O:24])(=[O:25])[CH2:26][CH3:27])[cH:21][cH:22]2)[c:10]2[n:11][cH:12][cH:13][cH:14][c:15]12)[OH:29]. Reactants: CC(=O)O, O=C(O)C=Cc1ccc([N+](=O)[O-])cc1, C1CCOC1, [Zn]. Product: Nc1ccc(C=CC(=O)O)cc1. Reaction SMILES: [CH3:15][C:16](=[O:17])[OH:18].[N+:1]([O-:2])(=[O:3])[c:4]1[cH:5][cH:6][c:7]([CH:8]=[CH:9][C:10](=[O:11])[OH:12])[cH:13][cH:14]1.[O:19]1[CH2:20][CH2:21][CH2:22][CH2:23]1.[Zn:24]>>[NH2:1][c:4]1[cH:5][cH:6][c:7]([CH:8]=[CH:9][C:10](=[O:11])[OH:12])[cH:13][cH:14]1. Reactants: CCO, CCOC(=O)c1c(C)nn(-c2c(Cl)cc(C(F)(F)F)cc2Cl)c1N. Product: Cc1nn(-c2c(Cl)cc(C(F)(F)F)cc2Cl)c(N)c1C(=O)O. Reaction SMILES: [CH3:25][CH2:26][OH:27].[NH2:1][c:2]1[c:3]([C:20](=[O:21])[O:22][CH2:23][CH3:24])[c:4]([CH3:19])[n:5][n:6]1-[c:7]1[c:8]([Cl:18])[cH:9][c:10]([C:14]([F:15])([F:16])[F:17])[cH:11][c:12]1[Cl:13]>>[NH2:1][c:2]1[c:3]([C:20](=[O:21])[OH:22])[c:4]([CH3:19])[n:5][n:6]1-[c:7]1[c:8]([Cl:18])[cH:9][c:10]([C:14]([F:15])([F:16])[F:17])[cH:11][c:12]1[Cl:13]. The reactants are ClC1=C(C(=NC2=CC(=CC=C12)F)C=1C=C(C#N)C=CC1)C (3-(4-chloro-7-fluoro-3-methylquinolin-2-yl)benzonitrile), CC1(CNC2=CC(=CC=C12)N1CCOCC1)C (3,3-dimethyl-6-morpholinoindoline), [H-].[Na+] (sodium hydride). The solvent is CN(C)C=O (DMF). Conditions: temperature 130 celsius. Yields the product CC1(CN(C2=CC(=CC=C12)N1CCOCC1)C1=C(C(=NC2=CC(=CC=C12)F)C=1C=C(C#N)C=CC1)C)C (3-(4-(3,3-Dimethyl-6-(4-morpholinyl)-2,3-dihydro-1H-indol-1-yl)-7-fluoro-3-methyl-2-quinolinyl)benzonitrile). Reaction SMILES: Cl[C:2]1[C:11]2[C:6](=[CH:7][C:8]([F:12])=[CH:9][CH:10]=2)[N:5]=[C:4]([C:13]2[CH:14]=[C:15]([CH:18]=[CH:19][CH:20]=2)[C:16]#[N:17])[C:3]=1[CH3:21].[CH3:22][C:23]1([CH3:38])[C:31]2[C:26](=[CH:27][C:28]([N:32]3[CH2:37][CH2:36][O:35][CH2:34][CH2:33]3)=[CH:29][CH:30]=2)[NH:25][CH2:24]1.[H-].[Na+]>CN(C=O)C>[CH3:22][C:23]1([CH3:38])[C:31]2[C:26](=[CH:27][C:28]([N:32]3[CH2:37][CH2:36][O:35][CH2:34][CH2:33]3)=[CH:29][CH:30]=2)[N:25]([C:2]2[C:11]3[C:6](=[CH:7][C:8]([F:12])=[CH:9][CH:10]=3)[N:5]=[C:4]([C:13]3[CH:14]=[C:15]([CH:18]=[CH:19][CH:20]=3)[C:16]#[N:17])[C:3]=2[CH3:21])[CH2:24]1 |f:2.3|. Procedure: Prepared according to procedure M using 3-(4-chloro-7-fluoro-3-methylquinolin-2-yl)benzonitrile (220 mg, 0.74 mmol), 3,3-dimethyl-6-morpholinoindoline (189 mg, 0.816 mmol), sodium hydride (36 mg, 1.48 mmol) in DMF (2.0 mL) and heating at 130° C. overnight. After purification 3-(4-(3,3-dimethyl-6-(4-morpholinyl)-2,3-dihydro-1H-indol-1-yl)-7-fluoro-3-methyl-2-quinolinyl)benzonitrile was obtained as a yellow film. 1H NMR (400 MHz, chloroform-d) δ ppm 7.94-7.98 (1H, m), 7.85-7.91 (2H, m), 7.75-7.82 ... Reported procedure: A solution of 2.55 g (14 mmol) of isopropyl 4-chloropyridine-2-carboxylate (Intermediate 232) and 1.4 g (26 mmol) of m-CPBA in 30 ml CH2Cl2 was stirred at room temperature for 2 d. The mixture was quenched with aqueous NaHSO3 and CH2Cl2 was removed. The aqueous residue was basified with aqueous Na2CO3, saturated with NaCl and extracted repeatedly with EtOAc. The EtOAc was dried (MgSO4) and concentrated. The residue was taken up in ether and insoluble material was filtered off. The filtrate was c... Yields the product ClC=1C=C([N+](=CC1)[O-])C(=O)OC(C)C (isopropyl 4-chloropyridine-2-carboxylate 1-oxide). The yield is 69.6%. Run in C(Cl)Cl (CH2Cl2). Starting materials: ClC1=CC(=NC=C1)C(=O)OC(C)C (isopropyl 4-chloropyridine-2-carboxylate), ClC1=CC(=NC=C1)C(=O)OC(C)C (isopropyl 4-chloropyridine-2-carboxylate), C1=CC(=CC(=C1)Cl)C(=O)OO (m-CPBA). As a reaction SMILES: [Cl:1][C:2]1[CH:7]=[CH:6][N:5]=[C:4]([C:8]([O:10][CH:11]([CH3:13])[CH3:12])=[O:9])[CH:3]=1.C1C=C(Cl)C=C(C(OO)=[O:22])C=1>C(Cl)Cl>[Cl:1][C:2]1[CH:3]=[C:4]([C:8]([O:10][CH:11]([CH3:13])[CH3:12])=[O:9])[N+:5]([O-:22])=[CH:6][CH:7]=1.